Dataset: the Open Reaction Database (ORD), a public repository of structured organic reaction records. Task: describe an organic reaction: reactants, conditions, products, and yield The reactants are N1(N=CN=C1)CCCN (1H-1,2,4-triazole-1-propanamine), O1CCCC1 (tetrahydrofuran), ClC1=CC=C(C=C1)N=C=O (p-chlorophenyl isocyanate). Solvent: C1(=CC=CC=C1)C (toluene), C1(=CC=CC=C1)C (toluene). Conditions: time 8 hour. The product is ClC1=CC=C(C=C1)NC(=O)NCCCN1N=CN=C1 (N-(4-Chlorophenyl)-N'-[3-(1H-1,2,4 triazol-1-yl)propyl]urea). Reaction SMILES: [N:1]1([CH2:6][CH2:7][CH2:8][NH2:9])[CH:5]=[N:4][CH:3]=[N:2]1.O1CCCC1.[Cl:15][C:16]1[CH:21]=[CH:20][C:19]([N:22]=[C:23]=[O:24])=[CH:18][CH:17]=1>C1(C)C=CC=CC=1>[Cl:15][C:16]1[CH:21]=[CH:20][C:19]([NH:22][C:23]([NH:9][CH2:8][CH2:7][CH2:6][N:1]2[CH:5]=[N:4][CH:3]=[N:2]2)=[O:24])=[CH:18][CH:17]=1. Procedure: A 1.26 g. portion of 1H-1,2,4-triazole-1-propanamine was suspended in 15 ml. of toluene and 5 ml. of tetrahydrofuran was added to produce solution. A solution of 1.55 g. of freshly distilled p-chlorophenyl isocyanate in 15 ml. of toluene was added and the mixture was stirred overnight. The resulting crystals were recrystallized from toluene, giving 2.06 g. of the desired product, mp. 137°-139° C. The reactants are Cc1ccc(S(=O)(=O)OCC2Cc3c(cccc3-c3ccccc3)O2)cc1, CCO, CC(C)O, Cl, [N-]=[N+]=[N-], [N-]=[N+]=[N-], [Na+], [N-]=[N+]=NCC1Cc2c(cccc2-c2ccccc2)O1. The product is NCC1Cc2c(cccc2-c2ccccc2)O1. RXN SMILES: [CH3:1][c:2]1[cH:3][cH:4][c:5]([S:6]([O:7][CH2:8][CH:9]2[CH2:10][c:11]3[c:12](-[c:13]4[cH:14][cH:15][cH:16][cH:17][cH:18]4)[cH:19][cH:20][cH:21][c:22]3[O:23]2)(=[O:24])=[O:25])[cH:26][cH:27]1.[CH3:55][CH2:56][OH:57].[CH:58]([OH:59])([CH3:60])[CH3:61].[ClH:54].[N-:29]=[N+:30]=[N-:31].[N-:51]=[N+:52]=[N-:53].[Na+:28].[c:32]1(-[c:38]2[cH:39][cH:40][cH:41][c:42]3[c:43]2[CH2:44][CH:45]([CH2:47][N:48]=[N+:49]=[N-:50])[O:46]3)[cH:33][cH:34][cH:35][cH:36][cH:37]1>>[c:32]1(-[c:38]2[cH:39][cH:40][cH:41][c:42]3[c:43]2[CH2:44][CH:45]([CH2:47][NH2:48])[O:46]3)[cH:33][cH:34][cH:35][cH:36][cH:37]1. The reactants are ClC1=C(C=CC(=C1)Cl)C1OCCO1 (2-(2,4-dichlorophenyl)-1,3-dioxolane), C(CCC)[Li] (n-butyllithium), O (water), CN(C=O)C (N,N-dimethylformamide). Solvent: O1CCCC1 (tetrahydrofuran), CCCCCC (hexane). Conditions: temperature -50 celsius, time 1 hour. Product: ClC1=C(C=O)C(=CC=C1C1OCCO1)Cl (2,6-dichloro-3-(1,3-dioxolan-2-yl)benzaldehyde). Reaction SMILES: [Cl:1][C:2]1[CH:7]=[C:6]([Cl:8])[CH:5]=[CH:4][C:3]=1[CH:9]1[O:13][CH2:12][CH2:11][O:10]1.C([Li])CCC.CN(C)[CH:21]=[O:22].O>O1CCCC1.CCCCCC>[Cl:1][C:2]1[C:3]([CH:9]2[O:10][CH2:11][CH2:12][O:13]2)=[CH:4][CH:5]=[C:6]([Cl:8])[C:7]=1[CH:21]=[O:22]. Procedure: To a solution of 2-(2,4-dichlorophenyl)-1,3-dioxolane (31.9 g) in tetrahydrofuran (220 ml) was added dropwise 1.6M n-butyllithium in hexane (110 ml) at -60 to -50° C. in a dry ice-acetone bath, and the mixture was stirred at -50° C. After 1 hour, to the reaction mixture was added N,N-dimethylformamide (56.4 ml). After 15 minutes, the mixture was stirred at ambient temperature for 1 hour then water (200 ml) was added thereto. The mixture was extracted with ethyl acetate (100 ml) twice, the organi... Reactants: CCOC(C)=O, O=C(Cl)C1CC1, CC(C)(C#N)c1cccc(C(=O)Nc2cccc(Oc3cc4sc(N)nc4cc3F)c2)c1, c1ccncc1. Yields the product CC(C)(C#N)c1cccc(C(=O)Nc2cccc(Oc3cc4sc(NC(=O)C5CC5)nc4cc3F)c2)c1. As a reaction SMILES: [CH3:45][CH2:46][O:47][C:48](=[O:49])[CH3:50].[CH:33]1([C:36](=[O:37])[Cl:38])[CH2:34][CH2:35]1.[NH2:1][c:2]1[s:3][c:4]2[c:5]([n:6]1)[cH:7][c:8]([F:32])[c:9]([O:11][c:12]1[cH:13][c:14]([NH:18][C:19]([c:20]3[cH:21][c:22]([C:26]([CH3:27])([CH3:28])[C:29]#[N:30])[cH:23][cH:24][cH:25]3)=[O:31])[cH:15][cH:16][cH:17]1)[cH:10]2.[cH:39]1[cH:40][cH:41][n:42][cH:43][cH:44]1>>[NH:1]([c:2]1[s:3][c:4]2[c:5]([n:6]1)[cH:7][c:8]([F:32])[c:9]([O:11][c:12]1[cH:13][c:14]([NH:18][C:19]([c:20]3[cH:21][c:22]([C:26]([CH3:27])([CH3:28])[C:29]#[N:30])[cH:23][cH:24][cH:25]3)=[O:31])[cH:15][cH:16][cH:17]1)[cH:10]2)[C:36]([CH:33]1[CH2:34][CH2:35]1)=[O:37]. Starting materials: COc1ccc2c(c1)CC(NCc1ccccc1)CCC2, CCO, O=C[O-], [NH4+]. Yields the product COc1ccc2c(c1)CC(N)CCC2. RXN SMILES: [CH2:1]([c:2]1[cH:3][cH:4][cH:5][cH:6][cH:7]1)[NH:8][CH:9]1[CH2:10][c:11]2[c:12]([cH:16][cH:17][c:18]([O:20][CH3:21])[cH:19]2)[CH2:13][CH2:14][CH2:15]1.[CH3:26][CH2:27][OH:28].[CH:22]([O-:23])=[O:24].[NH4+:25]>>[NH2:8][CH:9]1[CH2:10][c:11]2[c:12]([cH:16][cH:17][c:18]([O:20][CH3:21])[cH:19]2)[CH2:13][CH2:14][CH2:15]1. The reactants are CC1(OB(OC1(C)C)C1C(C1)CNC(OCC1=CC=CC=C1)=O)C (benzyl ((2-(4,4,5,5-tetramethyl-1,3,2-dioxaborolan-2-yl)cyclopropyl)methyl)carbamate), ClC1=NC=C(C=N1)F (2-chloro-5-fluoropyrimidine), C([O-])([O-])=O.[K+].[K+] (potassium carbonate). The reagents and catalysts are [Pd].C1(=CC=CC=C1)P(C1=CC=CC=C1)C1=CC=CC=C1.C1(=CC=CC=C1)P(C1=CC=CC=C1)C1=CC=CC=C1.C1(=CC=CC=C1)P(C1=CC=CC=C1)C1=CC=CC=C1.C1(=CC=CC=C1)P(C1=CC=CC=C1)C1=CC=CC=C1 (tetrakis(triphenylphosphine) palladium (0)). The solvent is O1CCOCC1 (dioxane), O (water), CCOC(=O)C (EtOAc). Reaction conditions: temperature 100 celsius. Yields the product FC=1C=NC(=NC1)C1C(C1)CNC(OCC1=CC=CC=C1)=O (benzyl ((2-(5-fluoropyrimidin-2-yl)cyclopropyl)methyl)carbamate). Yield: 214.7%. RXN SMILES: CC1(C)C(C)(C)OB([CH:9]2[CH2:11][CH:10]2[CH2:12][NH:13][C:14](=[O:23])[O:15][CH2:16][C:17]2[CH:22]=[CH:21][CH:20]=[CH:19][CH:18]=2)O1.Cl[C:26]1[N:31]=[CH:30][C:29]([F:32])=[CH:28][N:27]=1.C(=O)([O-])[O-].[K+].[K+]>O1CCOCC1.O.CCOC(C)=O.[Pd].C1(P(C2C=CC=CC=2)C2C=CC=CC=2)C=CC=CC=1.C1(P(C2C=CC=CC=2)C2C=CC=CC=2)C=CC=CC=1.C1(P(C2C=CC=CC=2)C2C=CC=CC=2)C=CC=CC=1.C1(P(C2C=CC=CC=2)C2C=CC=CC=2)C=CC=CC=1>[F:32][C:29]1[CH:28]=[N:27][C:26]([CH:9]2[CH2:11][CH:10]2[CH2:12][NH:13][C:14](=[O:23])[O:15][CH2:16][C:17]2[CH:18]=[CH:19][CH:20]=[CH:21][CH:22]=2)=[N:31][CH:30]=1 |f:2.3.4,8.9.10.11.12|. Procedure: A mixture of benzyl ((2-(4,4,5,5-tetramethyl-1,3,2-dioxaborolan-2-yl)cyclopropyl)methyl)carbamate (500 mg, 1.510 mmol), 2-chloro-5-fluoropyrimidine (45 mg, 0.340 mmol), potassium carbonate (100 mg, 0.724 mmol), and tetrakis(triphenylphosphine) palladium (0) (10 mg, 8.65 μmol) in dioxane (2 mL) and water (0.4 mL) was heated to 100° C. in a sealed vial for 16 h. The mixture was diluted with EtOAc and washed with sat'd sodium carbonate. The EtOAc layer was concentrated to an amber oil. The crude pr... The reactants are ClC1=CC=NC2=CC=C3C(=C12)NN=C3 (9-chloro-1H-pyrazolo[3,4-f]quinoline), COC1=CC(=CC=C1)N (m-anisidine). Solvent: C(C)O (ethanol). Product: Cl.COC1=CC(=CC=C1)NC1=CC=NC2=CC=C3C(=C12)NN=C3 (9-(m-anisidino)-1H-pyrazolo[3,4-f]quinoline hydrochloride). Yield: 58.9%. Reaction SMILES: [Cl:1][C:2]1[C:11]2[C:6](=[CH:7][CH:8]=[C:9]3[CH:14]=[N:13][NH:12][C:10]3=2)[N:5]=[CH:4][CH:3]=1.[CH3:15][O:16][C:17]1[CH:22]=[CH:21][CH:20]=[C:19]([NH2:23])[CH:18]=1>C(O)C>[ClH:1].[CH3:15][O:16][C:17]1[CH:22]=[CH:21][CH:20]=[C:19]([NH:23][C:2]2[C:11]3[C:6](=[CH:7][CH:8]=[C:9]4[CH:14]=[N:13][NH:12][C:10]4=3)[N:5]=[CH:4][CH:3]=2)[CH:18]=1 |f:3.4|. Reported procedure: To a suspension of 9-chloro-1H-pyrazolo[3,4-f]quinoline (1.10 g, 5.4 mmol) in absolute ethanol (50 ml) was added m-anisidine (0.79 ml, 7.1 mmol) and the reaction mixture heated at reflux for 48 hours. The solvent was removed by rotary evaporation and the residue was dissolved in boiling methanol, treated with decolorizing carbon and filtered to give a light yellow solution. The solvent was removed by rotary evaporation and the residue was recrystallized from methanol/ether to give 9-(m-anisidino... The reactants are [H-].[H-].[H-].[H-].[Li+].[Al+3] (LiAlH4), O (H2O), [Al+3].[Cl-].[Cl-].[Cl-] (AlCl3), BrCCCCC(C[C-]1C(=C(C(=C1C(C)(C)C)C(C)(C)C)C(C)(C)C)C(C)(C)C)=O.[CH-]1C=CC=C1.[Fe+2] (6-bromo-1-(tetra-tert-butylferrocenyl)-2-hexanone). Solvent: CCOCC (Et2O), CCCCCC (hexane). Run at time 15 minute. The product is BrCCCCCC[C-]1C(=C(C(=C1C(C)(C)C)C(C)(C)C)C(C)(C)C)C(C)(C)C.[CH-]1C=CC=C1.[Fe+2] (6-bromo-1-(tetra-tert-butylferrocenyl)hexane). As a reaction SMILES: [Al+3].[Cl-].[Cl-].[Cl-].[H-].[H-].[H-].[H-].[Li+].[Al+3].[Br:11][CH2:12][CH2:13][CH2:14][CH2:15][C:16](=O)[CH2:17][C-:18]1[C:22]([C:23]([CH3:26])([CH3:25])[CH3:24])=[C:21]([C:27]([CH3:30])([CH3:29])[CH3:28])[C:20]([C:31]([CH3:34])([CH3:33])[CH3:32])=[C:19]1[C:35]([CH3:38])([CH3:37])[CH3:36].[CH-:40]1[CH:44]=[CH:43][CH:42]=[CH:41]1.[Fe+2:45].O>CCOCC.CCCCCC>[Br:11][CH2:12][CH2:13][CH2:14][CH2:15][CH2:16][CH2:17][C-:18]1[C:19]([C:35]([CH3:36])([CH3:37])[CH3:38])=[C:20]([C:31]([CH3:34])([CH3:33])[CH3:32])[C:21]([C:27]([CH3:30])([CH3:29])[CH3:28])=[C:22]1[C:23]([CH3:26])([CH3:25])[CH3:24].[CH-:40]1[CH:44]=[CH:43][CH:42]=[CH:41]1.[Fe+2:45] |f:0.1.2.3,4.5.6.7.8.9,10.11.12,16.17.18|. Procedure details: First, 2.27 g (17.02 mmol) of AlCl3 was dissolved in 200 ml of dry Et2O in a Schlenk flask under controlled, positive nitrogen pressure. Second, the solution was cooled to 0 degrees centigrade and 17.0 g (17.0 mmol) of 1.0 M LiAlH4 was charged into the flask via syringe. The resulting suspension was warmed to room temperature and agitated for approximately 15 minutes. Next, 10.00 g (17.02 mmol) of the above prepared 6-bromo-1-(tetra-tert-butylferrocenyl)-2-hexanone was slowly added to the suspen...